From a dataset of the Open Reaction Database (ORD), a public repository of structured organic reaction records. describe an organic reaction: reactants, conditions, products, and yield Starting materials: C(#N)/C(/C(=O)OCC)=C/OCC ((Z)-ethyl 2-cyano-3-ethoxyacrylate), Cl.COC1=CC=C(C=C1)NN (4-methoxyphenylhydrazine hydrochloride), C(=O)([O-])[O-].[Na+].[Na+] (Na2CO3). Solvent: CCO (EtOH). Run at time 8 hour. Yields the product NC1=C(C=NN1C1=CC=C(C=C1)OC)C(=O)OCC (ethyl 5-amino-1-(4-methoxyphenyl)-1H-pyrazole-4-carboxylate). RXN SMILES: [C:1](/[C:3](=[CH:9]/OCC)/[C:4]([O:6][CH2:7][CH3:8])=[O:5])#[N:2].Cl.[CH3:14][O:15][C:16]1[CH:21]=[CH:20][C:19]([NH:22][NH2:23])=[CH:18][CH:17]=1.C([O-])([O-])=O.[Na+].[Na+]>CCO>[NH2:2][C:1]1[N:22]([C:19]2[CH:20]=[CH:21][C:16]([O:15][CH3:14])=[CH:17][CH:18]=2)[N:23]=[CH:9][C:3]=1[C:4]([O:6][CH2:7][CH3:8])=[O:5] |f:1.2,3.4.5|. Procedure details: A mixture of (Z)-ethyl 2-cyano-3-ethoxyacrylate (9.64 g, 57.0 mmol), 4-methoxyphenylhydrazine hydrochloride (9.95 g, 57.0 mmol) and Na2CO3 (6.04 g, 57.0 mmol) in EtOH (480 mL) was refluxed for 5 h and stirred overnight at rt. The insoluble material was filtered off and the filtrate was concentrated and solid precipitated. The precipitate was collected and washed with MeOH and washed with water extensively. The pale solid was dried to provide the desired product: 1H NMR (400 MHz, DMSO-D6) δ ppm 7... Reactants: O=C1NC(=O)c2ccccc21, CCOC(=O)N(Cc1ccc(F)cc1)CC1CCCC(CI)O1, CCOC(C)=O, CN(C)C=O, [K]. Product: CCOC(=O)N(Cc1ccc(F)cc1)CC1CCCC(CN2C(=O)c3ccccc3C2=O)O1. As a reaction SMILES: [C:24]1(=[O:34])[c:25]2[c:26]([cH:30][cH:31][cH:32][cH:33]2)[C:27](=[O:29])[NH:28]1.[CH2:1]([CH3:2])[O:3][C:4](=[O:5])[N:6]([CH2:7][c:8]1[cH:9][cH:10][c:11]([F:14])[cH:12][cH:13]1)[CH2:15][CH:16]1[CH2:17][CH2:18][CH2:19][CH:20]([CH2:22][I:23])[O:21]1.[CH3:36][CH2:37][O:38][C:39](=[O:40])[CH3:41].[CH3:42][N:43]([CH3:44])[CH:45]=[O:46].[K:35]>>[CH2:1]([CH3:2])[O:3][C:4](=[O:5])[N:6]([CH2:7][c:8]1[cH:9][cH:10][c:11]([F:14])[cH:12][cH:13]1)[CH2:15][CH:16]1[CH2:17][CH2:18][CH2:19][CH:20]([CH2:22][N:28]2[C:24](=[O:34])[c:25]3[c:26]([cH:30][cH:31][cH:32][cH:33]3)[C:27]2=[O:29])[O:21]1. Starting materials: BrCCCCCCCCCCCC=O (12-bromododecanal), CCCCCC.C(C)(=O)OCC (n-hexane ethyl acetate), C(=O)(OC)C=P(C1=CC=CC=C1)(C1=CC=CC=C1)C1=CC=CC=C1 ((carbomethoxymethylene)-triphenylphosphorane). Solvent: C(Cl)Cl (methylene chloride). Run at time 4 hour. Product: methyl ester, BrCCCCCCCCCCCC=CC(=O)O (14-bromo-2-tetradecenoic acid). RXN SMILES: [Br:1][CH2:2][CH2:3][CH2:4][CH2:5][CH2:6][CH2:7][CH2:8][CH2:9][CH2:10][CH2:11][CH2:12][CH:13]=O.C(C=P(C1C=CC=CC=1)(C1C=CC=CC=1)C1C=CC=CC=1)(OC)=O.CCCCCC.[C:45]([O:48]CC)(=[O:47])[CH3:46]>C(Cl)Cl>[Br:1][CH2:2][CH2:3][CH2:4][CH2:5][CH2:6][CH2:7][CH2:8][CH2:9][CH2:10][CH2:11][CH2:12][CH:13]=[CH:46][C:45]([OH:48])=[O:47] |f:2.3|. Procedure details: To 12-bromododecanol (5 g) dissolved in methylene chloride (30 ml) were added Celite (5.0 g) and pyridinium chlorochromate (5.2 g), and the mixture was stirred at room temperature for 12 hours. Then, the reaction mixture was filtered and subjected to chromatography on a silica gel column with an eluent system of n-hexane-ethyl acetate (30:1) to give 12-bromododecanal (4.4 g). To 12-bromododecanal (4.4 g) dissolved in methylene chloride (50 ml) was added (carbomethoxymethylene)-triphenylphosphora... Reactants: BrC(Br)(Br)Br, ClCCl, OCCCOCCOCCCOc1ccccc1, c1ccc(P(c2ccccc2)c2ccccc2)cc1. The product is BrCCCOCCOCCCOc1ccccc1. As a reaction SMILES: [C:38]([Br:39])([Br:40])([Br:41])[Br:42].[Cl:43][CH2:44][Cl:45].[O:20]([c:21]1[cH:22][cH:23][cH:24][cH:25][cH:26]1)[CH2:27][CH2:28][CH2:29][O:30][CH2:31][CH2:32][O:33][CH2:34][CH2:35][CH2:36][OH:37].[c:1]1([P:2]([c:3]2[cH:4][cH:5][cH:6][cH:7][cH:8]2)[c:9]2[cH:10][cH:11][cH:12][cH:13][cH:14]2)[cH:15][cH:16][cH:17][cH:18][cH:19]1>>[O:20]([c:21]1[cH:22][cH:23][cH:24][cH:25][cH:26]1)[CH2:27][CH2:28][CH2:29][O:30][CH2:31][CH2:32][O:33][CH2:34][CH2:35][CH2:36][Br:39]. The reactants are Cl.N1(CCNCC1)CCC1=CC=2C(=NON2)C=C1 (5-(2-piperazin-1-ylethyl)-2,1,3-benzoxadiazole hydrochloride), N1(N=NN=C1)C=1C=C2CCC(CC2=CC1)=O (6-(1H-tetrazol-1-yl)-3,4-dihydronaphthalen-2(1H)-one), C(#N)[BH3-].[Na+] (sodium cyanoborohydride). The reagents and catalysts are CC([O-])C.[Ti+4].CC([O-])C.CC([O-])C.CC([O-])C (Titanium (IV) isopropoxide). Run at time 3 hour. Product: N1(N=NN=C1)C=1C=C2CCC(CC2=CC1)N1CCN(CC1)CCC1=CC=2C(=NON2)C=C1 (5-(2-{4-[6-(1H-Tetrazol-1-yl)-1,2,3,4-tetrahydronaphthalen-2-yl]piperazin-1-yl}ethyl)-2,1,3-benzoxadiazole). As a reaction SMILES: Cl.[N:2]1([CH2:8][CH2:9][C:10]2[CH:18]=[CH:17][C:13]3=[N:14][O:15][N:16]=[C:12]3[CH:11]=2)[CH2:7][CH2:6][NH:5][CH2:4][CH2:3]1.[N:19]1([C:24]2[CH:25]=[C:26]3[C:31](=[CH:32][CH:33]=2)[CH2:30][C:29](=O)[CH2:28][CH2:27]3)[CH:23]=[N:22][N:21]=[N:20]1.C([BH3-])#N.[Na+]>CC(C)[O-].[Ti+4].CC(C)[O-].CC(C)[O-].CC(C)[O-]>[N:19]1([C:24]2[CH:25]=[C:26]3[C:31](=[CH:32][CH:33]=2)[CH2:30][CH:29]([N:5]2[CH2:6][CH2:7][N:2]([CH2:8][CH2:9][C:10]4[CH:18]=[CH:17][C:13]5=[N:14][O:15][N:16]=[C:12]5[CH:11]=4)[CH2:3][CH2:4]2)[CH2:28][CH2:27]3)[CH:23]=[N:22][N:21]=[N:20]1 |f:0.1,3.4,5.6.7.8.9|. Procedure details: To a flask charged with 5-(2-piperazin-1-ylethyl)-2,1,3-benzoxadiazole hydrochloride (25 mg, 0.093 mmol) and a stir bar was added 6-(1H-tetrazol-1-yl)-3,4-dihydronaphthalen-2(1H)-one (30 mg, 0.14 mmol), Titanium (IV) isopropoxide (0.27 mL, 0.93 mmol), and sodium cyanoborohydride (29 mg, 0.46 mmol). The mixture was allowed to stir for 3 hours. LC showed formation of the desired product. The reaction was diluted with EtOAc, washed with brine, dried over sodium sulfate, filtered, concentrated and p... The reactants are ClC1=CC(=C(OC2=NC=NC3=CC(=C(C=C23)OC)OCCCN2CCN(CC2)C)C=C1)F (4-(4-Chloro-2-fluorophenoxy)-6-methoxy-7-(3-(4-methylpiperazin-1-yl)propoxy)quinazoline), Cl (hydrochloric acid), C(O)([O-])=O.[Na+] (sodium hydrogen carbonate). Run at temperature 95 celsius, time 2 hour. Yields the product COC=1C=C2C(NC=NC2=CC1OCCCN1CCN(CC1)C)=O (6-methoxy-7-(3-(4-methylpiperazin-1-yl)propoxy)-3,4-dihydroquinazolin-4-one). The yield is 96.7%. Reaction SMILES: ClC1C=CC([O:6][C:7]2[C:16]3[C:11](=[CH:12][C:13]([O:19][CH2:20][CH2:21][CH2:22][N:23]4[CH2:28][CH2:27][N:26]([CH3:29])[CH2:25][CH2:24]4)=[C:14]([O:17][CH3:18])[CH:15]=3)[N:10]=[CH:9][N:8]=2)=C(F)C=1.Cl.C(=O)([O-])O.[Na+]>>[CH3:18][O:17][C:14]1[CH:15]=[C:16]2[C:11](=[CH:12][C:13]=1[O:19][CH2:20][CH2:21][CH2:22][N:23]1[CH2:28][CH2:27][N:26]([CH3:29])[CH2:25][CH2:24]1)[N:10]=[CH:9][NH:8][C:7]2=[O:6] |f:2.3|. Procedure: 4-(4-Chloro-2-fluorophenoxy)-6-methoxy-7-(3-(4-methylpiperazin-1-yl)propoxy)quinazoline (2.6 g, 5.6 mmol) was treated with 2.0 N aqueous hydrochloric acid (45 ml) and the mixture stirred at 95° C. for 2 hours. The mixture was cooled, basified by the addition of solid sodium hydrogen carbonate and the water removed by azeotroping with toluene. The residue was purified by silica column chromatography eluting with dichloromethane/methanol/0.880 aqueous ammonia (50/8/1) to give 6-methoxy-7-(3-(4-met... Reactants: N(=C=S)C1=C(C2=C(S1)CCCCCC2)C(=O)OC (methyl 4,5,6,7,8,9-hexahydro-2-isothiocyanatocycloocta[b]thiophene-3-carboxylate), CC1=CN=CN1CCCN (3-(5-methyl-1H-imidazol-1-yl)propan-1-amine). Product: CC1=CN=CN1CCCN1C(NC2=C(C1=O)C1=C(S2)CCCCCC1)=S (3-[3-(5-methyl-1H-imidazol-1-yl)propyl]-2-thioxo-2,3,5,6,7,8,9,10-octahydrocycloocta[4,5]thieno[2,3-d] pyrimidin-4(1H)-one). As a reaction SMILES: [N:1]([C:4]1[S:8][C:7]2[CH2:9][CH2:10][CH2:11][CH2:12][CH2:13][CH2:14][C:6]=2[C:5]=1[C:15]([O:17]C)=O)=[C:2]=[S:3].[CH3:19][C:20]1[N:24]([CH2:25][CH2:26][CH2:27][NH2:28])[CH:23]=[N:22][CH:21]=1>>[CH3:19][C:20]1[N:24]([CH2:25][CH2:26][CH2:27][N:28]2[C:15](=[O:17])[C:5]3[C:6]4[CH2:14][CH2:13][CH2:12][CH2:11][CH2:10][CH2:9][C:7]=4[S:8][C:4]=3[NH:1][C:2]2=[S:3])[CH:23]=[N:22][CH:21]=1. Procedure details: The compound was synthesized starting from methyl 4,5,6,7,8,9-hexahydro-2-isothiocyanatocycloocta[b]thiophene-3-carboxylate (0.10 g, 0.36 mmol) and 3-(5-methyl-1H-imidazol-1-yl)propan-1-amine (5) (0.049 g, 0.36 mmol) as described above. Procedure details: To a cold solution (0° C.) of 4-bromo-indole-3-carboxaldehyde (0.767 g, 3.4 mmol) in dry DMF (2 mL) was added NaH (60% dispersion in mineral oil, 173 mg, 4.37 mmol). The resulting mixture was stirred at 0° C. for 20 min. Iodomethane (0.8 mL, excess) was added to the reaction mixture in a drop wise fashion. The cooling bath was removed and the resulting mixture was stirred at room temperature for 1.5 h. The mixture was quenched with water and was extracted repeatedly from EtOAc. The combined orga... Starting materials: BrC1=C2C(=CNC2=CC=C1)C=O (4-bromo-indole-3-carboxaldehyde), [H-].[Na+] (NaH), IC (Iodomethane). RXN SMILES: [Br:1][C:2]1[CH:10]=[CH:9][CH:8]=[C:7]2[C:3]=1[C:4]([CH:11]=[O:12])=[CH:5][NH:6]2.[H-].[Na+].I[CH3:16]>CN(C=O)C>[Br:1][C:2]1[CH:10]=[CH:9][CH:8]=[C:7]2[C:3]=1[C:4]([CH:11]=[O:12])=[CH:5][N:6]2[CH3:16] |f:1.2|. The yield is 85.0%. Yields the product BrC1=C2C(=CN(C2=CC=C1)C)C=O (4-bromo-1-methyl-indole-3-carboxaldehyde). The solvent is CN(C)C=O (DMF). Run at temperature 0 celsius, time 20 minute. Starting materials: CC(C)CCC(O)CN(C(=O)OC(C)(C)C)C(CO)C(OCc1ccccc1)C(Cc1cc(F)cc(F)c1)N(Cc1ccccc1)Cc1ccccc1, CCCCP(CCCC)CCCC, CCCCOP(=O)(OCCCC)OCCCC, C1CCOC1, c1ccccc1. The product is CC(C)CCC1CN(C(=O)OC(C)(C)C)C(C(OCc2ccccc2)C(Cc2cc(F)cc(F)c2)N(Cc2ccccc2)Cc2ccccc2)CO1. Reaction SMILES: [C:1]([CH3:2])([CH3:3])([CH3:4])[O:5][C:6]([N:7]([CH2:8][CH:9]([CH2:10][CH2:11][CH:12]([CH3:13])[CH3:14])[OH:15])[CH:16]([CH:17]([CH:18]([CH2:19][c:20]1[cH:21][c:22]([F:27])[cH:23][c:24]([F:26])[cH:25]1)[N:28]([CH2:29][c:30]1[cH:31][cH:32][cH:33][cH:34][cH:35]1)[CH2:36][c:37]1[cH:38][cH:39][cH:40][cH:41][cH:42]1)[O:43][CH2:44][c:45]1[cH:46][cH:47][cH:48][cH:49][cH:50]1)[CH2:51][OH:52])=[O:53].[CH2:54]([P:55]([CH2:56][CH2:57][CH2:58][CH3:59])[CH2:60][CH2:61][CH2:62][CH3:63])[CH2:64][CH2:65][CH3:66].[CH3:72][CH2:73][CH2:74][CH2:75][O:76][P:77]([O:78][CH2:79][CH2:80][CH2:81][CH3:82])([O:83][CH2:84][CH2:85][CH2:86][CH3:87])=[O:88].[O:67]1[CH2:68][CH2:69][CH2:70][CH2:71]1.[cH:89]1[cH:90][cH:91][cH:92][cH:93][cH:94]1>>[C:1]([CH3:2])([CH3:3])([CH3:4])[O:5][C:6]([N:7]1[CH2:8][CH:9]([CH2:10][CH2:11][CH:12]([CH3:13])[CH3:14])[O:52][CH2:51][CH:16]1[CH:17]([CH:18]([CH2:19][c:20]1[cH:21][c:22]([F:27])[cH:23][c:24]([F:26])[cH:25]1)[N:28]([CH2:29][c:30]1[cH:31][cH:32][cH:33][cH:34][cH:35]1)[CH2:36][c:37]1[cH:38][cH:39][cH:40][cH:41][cH:42]1)[O:43][CH2:44][c:45]1[cH:46][cH:47][cH:48][cH:49][cH:50]1)=[O:53].